Dataset: the Open Reaction Database (ORD), a public repository of structured organic reaction records. Task: describe an organic reaction: reactants, conditions, products, and yield Starting materials: O=CC(=O)O, COc1ccc2c(c1)CCCC2=O, CCOC(C)=O, O. Product: COc1ccc2c(c1)CCC(C(O)C(=O)O)C2=O. Reaction SMILES: [C:15]([CH:16]=[O:17])(=[O:18])[OH:19].[CH3:1][O:2][c:3]1[cH:4][c:5]2[c:10]([cH:11][cH:12]1)[C:9](=[O:13])[CH2:8][CH2:7][CH2:6]2.[CH3:20][CH2:21][O:22][C:23]([CH3:24])=[O:25].[OH2:14]>>[CH3:1][O:2][c:3]1[cH:4][c:5]2[c:10]([cH:11][cH:12]1)[C:9](=[O:13])[CH:8]([CH:16]([C:15](=[O:18])[OH:19])[OH:17])[CH2:7][CH2:6]2. The product is C(C)OC(=O)C1(CCN(CC1)C(=O)OC(C)(C)C)CCNC=1C(=NC(=CC1)N1C[C@@H](CC1)N1[C@H](CCC1)C)C (4-{2-[2-Methyl-6-((2S,3′R)-2-methyl-[1,3′]bipyrrolidinyl-1′-yl)-pyridin-3-ylamino]-ethyl}-piperidine-1,4-dicarboxylic acid 1-tert-butyl ester 4-ethyl ester), crude solid. Procedure: The title compound was synthesized in essentially the same manner using the procedures as set forth in Step 1 of Example 1, by condensing 4-(2-oxo-ethyl)-piperidine-1,4-dicarboxylic acid 1-tert-butyl ester 4-ethyl ester (66 mg, 0.22 mmol) and 2-methyl-6-((2S,3′R)-2-methyl-[1,3′]bipyrrolidinyl-1′-yl)-pyridin-3-ylamine to obtain 111 mg of a crude solid, which was used without purification. Starting materials: C(C)OC(=O)C1(CCN(CC1)C(=O)OC(C)(C)C)CC=O (4-(2-oxo-ethyl)-piperidine-1,4-dicarboxylic acid 1-tert-butyl ester 4-ethyl ester), CC1=NC(=CC=C1N)N1C[C@@H](CC1)N1[C@H](CCC1)C (2-methyl-6-((2S,3′R)-2-methyl-[1,3′]bipyrrolidinyl-1′-yl)-pyridin-3-ylamine). As a reaction SMILES: [CH2:1]([O:3][C:4]([C:6]1([CH2:19][CH:20]=O)[CH2:11][CH2:10][N:9]([C:12]([O:14][C:15]([CH3:18])([CH3:17])[CH3:16])=[O:13])[CH2:8][CH2:7]1)=[O:5])[CH3:2].[CH3:22][C:23]1[C:28]([NH2:29])=[CH:27][CH:26]=[C:25]([N:30]2[CH2:34][CH2:33][C@@H:32]([N:35]3[CH2:39][CH2:38][CH2:37][C@@H:36]3[CH3:40])[CH2:31]2)[N:24]=1>>[CH2:1]([O:3][C:4]([C:6]1([CH2:19][CH2:20][NH:29][C:28]2[C:23]([CH3:22])=[N:24][C:25]([N:30]3[CH2:34][CH2:33][C@@H:32]([N:35]4[CH2:39][CH2:38][CH2:37][C@@H:36]4[CH3:40])[CH2:31]3)=[CH:26][CH:27]=2)[CH2:7][CH2:8][N:9]([C:12]([O:14][C:15]([CH3:16])([CH3:17])[CH3:18])=[O:13])[CH2:10][CH2:11]1)=[O:5])[CH3:2]. The reactants are BrC1=CC=2C3=C(C=NC2C=C1)N(C(N3C=3C(=NN(C3)C(C)C)C)=O)C (8-bromo-1-(1-isopropyl-3-methyl-1H-pyrazol-4-yl)-3-methyl-1,3-dihydro-imidazo[4,5-c]quinolin-2-one), BrC1=CC=2C3=C(C=NC2C=C1)N(C(N3C=3C(=NN(C3)C(C)C)C)=O)C (8-bromo-1-(1-isopropyl-3-methyl-1H-pyrazol-4-yl)-3-methyl-1,3-dihydro-imidazo[4,5-c]quinolin-2-one), CN(C1=NC=C(C=N1)B1OC(C)(C)C(C)(C)O1)C (2-dimethylamino-pyrimidine-5-boronic acid pinacol ester). The product is CN(C1=NC=C(C=N1)C1=CC=2C3=C(C=NC2C=C1)N(C(N3C=3C(=NN(C3)C(C)C)C)=O)C)C (8-(2-Dimethylamino-pyrimidin-5-yl)-1-(1-isopropyl-3-methyl-1H-pyrazol-4-yl)-3-methyl-1,3-dihydro-imidazo[4,5-c]quinolin-2-one). RXN SMILES: Br[C:2]1[CH:11]=[CH:10][C:9]2[N:8]=[CH:7][C:6]3[N:12]([CH3:25])[C:13](=[O:24])[N:14]([C:15]4[C:16]([CH3:23])=[N:17][N:18]([CH:20]([CH3:22])[CH3:21])[CH:19]=4)[C:5]=3[C:4]=2[CH:3]=1.[CH3:26][N:27]([CH3:43])[C:28]1[N:33]=[CH:32][C:31](B2OC(C)(C)C(C)(C)O2)=[CH:30][N:29]=1>>[CH3:26][N:27]([CH3:43])[C:28]1[N:33]=[CH:32][C:31]([C:2]2[CH:11]=[CH:10][C:9]3[N:8]=[CH:7][C:6]4[N:12]([CH3:25])[C:13](=[O:24])[N:14]([C:15]5[C:16]([CH3:23])=[N:17][N:18]([CH:20]([CH3:21])[CH3:22])[CH:19]=5)[C:5]=4[C:4]=3[CH:3]=2)=[CH:30][N:29]=1. Reported procedure: The title compound was synthesized in a similar manner as described for Example 1.1 using 8-bromo-1-(1-isopropyl-3-methyl-1H-pyrazol-4-yl)-3-methyl-1,3-dihydro-imidazo[4,5-c]quinolin-2-one (Intermediate G, 50 mg, 0.125 mmol) and 2-dimethylamino-pyrimidine-5-boronic acid pinacol ester (Frontier Scientific, Logan, USA, 38 mg, 0.153 mmol) to give the title compound as a white solid. (HPLC: tR 2.68 min (Method A); M+H=443 MS-ES; 1H-NMR (d6-DMSO, 400 MHz) 8.93 (s, 1H), 8.46 (s, 2H), 8.20 (s, 1H), 8.0... Reactants: IC (Iodomethane), OC1=C2C(=NC=C1C(=O)OCC)C(=CS2)C (ethyl 7-hydroxy-3-methylthieno[3,2-b]pyridine-6-carboxylate), CN(C)C=O (DMF), ice, C([O-])([O-])=O.[K+].[K+] (potassium carbonate). The solvent is O (water). Conditions: temperature 0 celsius. The product is CC1=CSC2=C1N(C=C(C2=O)C(=O)OCC)C (Ethyl 3,4-dimethyl-7-oxo-4,7-dihydrothieno[3,2-b]pyridine-6-carboxylate). As a reaction SMILES: [OH:1][C:2]1[C:7]([C:8]([O:10][CH2:11][CH3:12])=[O:9])=[CH:6][N:5]=[C:4]2[C:13]([CH3:16])=[CH:14][S:15][C:3]=12.[CH3:17]N(C=O)C.C(=O)([O-])[O-].[K+].[K+].IC>O>[CH3:16][C:13]1[C:4]2[N:5]([CH3:17])[CH:6]=[C:7]([C:8]([O:10][CH2:11][CH3:12])=[O:9])[C:2](=[O:1])[C:3]=2[S:15][CH:14]=1 |f:2.3.4|. Procedure: A 500 mL three-necked flask fitted with an overhead stirrer and argon inlet is charged with 21.9 g of ethyl 7-hydroxy-3-methylthieno[3,2-b]pyridine-6-carboxylate and 150 mL of DMF. The mixture is stirred while 25.5 g of powdered potassium carbonate is added in portions, then is cooled to 0° C. Iodomethane (15 mL) is added dropwise over 45 min, and the completed mixture is stirred vigorously and allowed to warm slowly as the ice in the bath melts. The following day, the mixture is diluted slowly ... Starting materials: ClC1=C(N)C=CC(=C1)S(=O)(=O)C (2-Chloro-4-methylsulfonylaniline), 3-(N-cyclohexyl-N-ethylamino)acetanilide, C(C)(=O)[O-].[NH4+] (ammonium acetate), diazonium. Yields the product azo, C(C)(=O)NC1=CC=CC=C1 (acetanilide). Reaction SMILES: Cl[C:2]1[CH:8]=[C:7](S(C)(=O)=O)[CH:6]=[CH:5][C:3]=1[NH2:4].[C:13]([O-])(=[O:15])[CH3:14].[NH4+]>>[C:13]([NH:4][C:3]1[CH:5]=[CH:6][CH:7]=[CH:8][CH:2]=1)(=[O:15])[CH3:14] |f:1.2|. Procedure details: 2-Chloro-4-methylsulfonylaniline (2.06 g.) is diazotized and coupled with 3-(N-cyclohexyl-N-ethylamino)acetanilide (2.60 g.) in 40 ml. of 1:5 acid as described in Example 9, except that the coupling is buffered by the addition of ammonium acetate after the diazonium solution is added to the coupler. This azo compound, 2-(2-chloro-4-methylsulfonylphenylazo)-5-N-cyclohexyl-N-ethylamino)acetanilide, produces bright scarlet shades on polyester fibers. Reactants: CCOC=C(C(=O)OCC)C(=O)OCC, CNc1cccc(OC)c1, CCO. Yields the product CCOC(=O)C(=CN(C)c1cccc(OC)c1)C(=O)OCC. Reaction SMILES: [CH2:11]([O:12][CH:14]=[C:15]([C:16](=[O:17])[O:18][CH2:19][CH3:20])[C:21](=[O:22])[O:23][CH2:24][CH3:25])[CH3:13].[CH3:1][O:2][c:3]1[cH:4][c:5]([NH:6][CH3:7])[cH:8][cH:9][cH:10]1.[CH3:26][CH2:27][OH:28]>>[CH3:1][O:2][c:3]1[cH:4][c:5]([N:6]([CH3:7])[CH:14]=[C:15]([C:16](=[O:17])[O:18][CH2:19][CH3:20])[C:21](=[O:22])[O:23][CH2:24][CH3:25])[cH:8][cH:9][cH:10]1. Reactants: C1CCNCC1, Cc1cc(=O)c2cccc(C=O)c2o1, CC(=O)O, ClCCl, CCOC(=O)CC(C)=O. Product: CCOC(=O)C(=Cc1cccc2c(=O)cc(C)oc12)C(C)=O. RXN SMILES: [CH2:28]1[CH2:29][CH2:30][NH:31][CH2:32][CH2:33]1.[CH3:1][c:2]1[o:3][c:4]2[c:5]([CH:13]=[O:14])[cH:6][cH:7][cH:8][c:9]2[c:10](=[O:12])[cH:11]1.[CH3:24][C:25](=[O:26])[OH:27].[Cl:34][CH2:35][Cl:36].[O:15]=[C:16]([CH2:17][C:18](=[O:19])[O:20][CH2:21][CH3:22])[CH3:23]>>[CH3:1][c:2]1[o:3][c:4]2[c:5]([CH:13]=[C:17]([C:16](=[O:15])[CH3:23])[C:18](=[O:19])[O:20][CH2:21][CH3:22])[cH:6][cH:7][cH:8][c:9]2[c:10](=[O:12])[cH:11]1. The reactants are O=S(=O)(Cl)c1cc(Br)cc2cnccc12, CC(C)(C)OC(=O)NCCN, ClCCl, c1ccncc1. Product: CC(C)(C)OC(=O)NCCNS(=O)(=O)c1cc(Br)cc2cnccc12. As a reaction SMILES: [Br:1][c:2]1[cH:3][c:4]([S:12](=[O:13])(=[O:14])[Cl:15])[c:5]2[cH:6][cH:7][n:8][cH:9][c:10]2[cH:11]1.[C:16]([CH3:17])([CH3:18])([CH3:19])[O:20][C:21]([NH:22][CH2:23][CH2:24][NH2:25])=[O:26].[Cl:33][CH2:34][Cl:35].[cH:27]1[cH:28][cH:29][n:30][cH:31][cH:32]1>>[Br:1][c:2]1[cH:3][c:4]([S:12](=[O:13])(=[O:14])[NH:25][CH2:24][CH2:23][NH:22][C:21]([O:20][C:16]([CH3:17])([CH3:18])[CH3:19])=[O:26])[c:5]2[cH:6][cH:7][n:8][cH:9][c:10]2[cH:11]1. The reactants are Cc1nc(C(N)CC2CC2)no1, O=C(O)c1ccc(C2CC2)c(OCC2CC2)n1. The product is Cc1nc(C(CC2CC2)NC(=O)c2ccc(C3CC3)c(OCC3CC3)n2)no1. As a reaction SMILES: [CH:18]1([CH2:21][CH:22]([c:23]2[n:24][o:25][c:26]([CH3:28])[n:27]2)[NH2:29])[CH2:19][CH2:20]1.[CH:1]1([c:4]2[cH:5][cH:6][c:7]([C:15](=[O:16])[OH:17])[n:8][c:9]2[O:10][CH2:11][CH:12]2[CH2:13][CH2:14]2)[CH2:2][CH2:3]1>>[CH:1]1([c:4]2[cH:5][cH:6][c:7]([C:15](=[O:17])[NH:29][CH:22]([CH2:21][CH:18]3[CH2:19][CH2:20]3)[c:23]3[n:24][o:25][c:26]([CH3:28])[n:27]3)[n:8][c:9]2[O:10][CH2:11][CH:12]2[CH2:13][CH2:14]2)[CH2:2][CH2:3]1.